From a dataset of the Open Reaction Database (ORD), a public repository of structured organic reaction records. describe an organic reaction: reactants, conditions, products, and yield Reactants: CO (methanol), O1CC1CCCCCCCC (1,2-epoxydecane). Run at temperature 60 celsius, time 3 hour. The product is COCC(CCCCCCCC)O (2-hydroxydecyl methyl ether). As a reaction SMILES: [CH3:1][OH:2].[O:3]1[CH:5]([CH2:6][CH2:7][CH2:8][CH2:9][CH2:10][CH2:11][CH2:12][CH3:13])[CH2:4]1>>[CH3:1][O:2][CH2:4][CH:5]([OH:3])[CH2:6][CH2:7][CH2:8][CH2:9][CH2:10][CH2:11][CH2:12][CH3:13]. Reported procedure: The same reactor that was used in Production Example 5 was charged with 64 g (2 mol) of methanol and 2 g of boron trifluoride diethyl ether complex and then the mixture was raised to 60° C. Then, 156.2 g (1 mol) of 1,2-epoxydecane was added dropwise to the mixture over one hour and the resulting mixture was kept as it was for 3 hours. The reaction was terminated just after confirming that 1,2-epoxydecane left unreacted was less than 1% by gas chromatography and then the reaction mixture was cool... The reactants are C([O-])(O)=O.[Na+] (sodium bicarbonate), CC1=C(N=C(O1)C1=CC=CC=C1)COC1=CC(=CC=C1)[N+](=O)[O-] (5-methyl-4-[(3-nitrophenoxy)methyl]-2-phenyloxazole), stannous chloride dihydrate, ice water. Run in C(C)O (ethanol). Product: CC1=C(N=C(O1)C1=CC=CC=C1)COC=1C=C(C=CC1)N (3-[(5-Methyl-2-phenyl-4-oxazolyl)methoxy]benzenamine). The yield is 46.6%. Reaction SMILES: [CH3:1][C:2]1[O:6][C:5]([C:7]2[CH:12]=[CH:11][CH:10]=[CH:9][CH:8]=2)=[N:4][C:3]=1[CH2:13][O:14][C:15]1[CH:20]=[CH:19][CH:18]=[C:17]([N+:21]([O-])=O)[CH:16]=1.C(=O)(O)[O-].[Na+]>C(O)C>[CH3:1][C:2]1[O:6][C:5]([C:7]2[CH:8]=[CH:9][CH:10]=[CH:11][CH:12]=2)=[N:4][C:3]=1[CH2:13][O:14][C:15]1[CH:16]=[C:17]([NH2:21])[CH:18]=[CH:19][CH:20]=1 |f:1.2|. Procedure details: A solution of 20.0 g (0.065 mol) of 5-methyl-4-[(3-nitrophenoxy)methyl]-2-phenyloxazole and 73.0 g (0.325 mol) of stannous chloride dihydrate in 600 ml of ethanol is heated to 70° C. for 3 hours. The solution is allowed to cool to room temperature, and poured into 2 L of ice water. The mixture is made alkaline by the addition of solid sodium bicarbonate, and extracted twice with 500 ml of ethyl acetate. The combined ethyl acetate solution is concentrated in vacuo to obtain crystals. Recrystalliz... Reactants: C(C=C)[C@@]1(C(N([C@@H]([C@H](C1)C1=CC(=CC=C1)Cl)C1=CC=C(C=C1)Cl)[C@@H](CO)CC)=O)C ((3S,5R,6S)-3-Allyl-5-(3-chlorophenyl)-6-(4-chlorophenyl)-1-((R)-1-hydroxybutan-2-yl)-3-methylpiperidin-2-one), C(#N)C=P(CCCC)(CCCC)CCCC (cyanomethylenetributylphosphorane), C1(=CC=CC=C1)S (benzenethiol). Run in C1(=CC=CC=C1)C (toluene). Conditions: temperature 110 celsius. Yields the product C(C=C)[C@@]1(C(N([C@@H]([C@H](C1)C1=CC(=CC=C1)Cl)C1=CC=C(C=C1)Cl)[C@H](CSC1=CC=CC=C1)CC)=O)C ((3S,5R,6S)-3-Allyl-5-(3-chlorophenyl)-6-(4-chlorophenyl)-3-methyl-1-((S)-1-(phenylthio)butan-2-yl)piperidin-2-one). As a reaction SMILES: [CH2:1]([C@@:4]1([CH3:30])[CH2:9][C@H:8]([C:10]2[CH:15]=[CH:14][CH:13]=[C:12]([Cl:16])[CH:11]=2)[C@@H:7]([C:17]2[CH:22]=[CH:21][C:20]([Cl:23])=[CH:19][CH:18]=2)[N:6]([C@H:24]([CH2:27][CH3:28])[CH2:25]O)[C:5]1=[O:29])[CH:2]=[CH2:3].C(C=P(CCCC)(CCCC)CCCC)#N.[C:47]1([SH:53])[CH:52]=[CH:51][CH:50]=[CH:49][CH:48]=1>C1(C)C=CC=CC=1>[CH2:1]([C@@:4]1([CH3:30])[CH2:9][C@H:8]([C:10]2[CH:15]=[CH:14][CH:13]=[C:12]([Cl:16])[CH:11]=2)[C@@H:7]([C:17]2[CH:18]=[CH:19][C:20]([Cl:23])=[CH:21][CH:22]=2)[N:6]([C@@H:24]([CH2:27][CH3:28])[CH2:25][S:53][C:47]2[CH:52]=[CH:51][CH:50]=[CH:49][CH:48]=2)[C:5]1=[O:29])[CH:2]=[CH2:3]. Procedure details: To a solution of (3S,5R,6S)-3-allyl-5-(3-chlorophenyl)-6-(4-chlorophenyl)-1-((S)-1-hydroxybutan-2-yl)-3-methylpiperidin-2-one (180 mg, 0.403 mmol; Example 91, Step B) in 2 mL of toluene was added cyanomethylenetributylphosphorane (324 uL, 1.21 mmol) and benzenethiol (121 μL 1.21 mmol) at RT. The mixture was heated to 110° C. for 2 h. The reaction was cooled down, quenched (sat. aq. NH4Cl solution), extracted (2×EtOAc), and washed with brine. The combined organic layers were dried over Na2SO4, fi... Reactants: [Li]CCCC, C1CCOC1, [Cl-], O=Cc1ccc([N+](=O)[O-])cc1Cl, [NH4+], c1cocn1. The product is O=[N+]([O-])c1ccc(C(O)c2ncco2)c(Cl)c1. Reaction SMILES: [CH2:1]([Li:2])[CH2:3][CH2:4][CH3:5].[CH2:25]1[O:26][CH2:27][CH2:28][CH2:29]1.[Cl-:23].[Cl:11][c:12]1[c:13]([CH:14]=[O:15])[cH:16][cH:17][c:18]([N+:20](=[O:21])[O-:22])[cH:19]1.[NH4+:24].[o:6]1[cH:7][n:8][cH:9][cH:10]1>>[o:6]1[c:7]([CH:14]([c:13]2[c:12]([Cl:11])[cH:19][c:18]([N+:20](=[O:21])[O-:22])[cH:17][cH:16]2)[OH:15])[n:8][cH:9][cH:10]1. Starting materials: FC(CNC(=O)NC=1C=C(C=CC1)C1=CN=C2N1N=CC(=C2)C2=CC=C(C=C2)C(C(=O)O)C)(F)F (2-(4-{3-[3-({[(2,2,2-trifluoroethyl)amino]carbonyl}amino)phenyl]imidazo[1,2-b]pyridazin-7-yl}phenyl)propanoic acid), Cl.N1CC(C1)O (azetidin-3-ol hydrochloride). Product: OC1CN(C1)C(C(C)C1=CC=C(C=C1)C1=CC=2N(N=C1)C(=CN2)C=2C=C(C=CC2)NC(=O)NCC(F)(F)F)=O (N-[3-(7-{4-[2-(3-Hydroxyazetidin-1-yl)-1-methyl-2-oxoethyl]phenyl}imidazo[1,2-b]pyridazin-3-yl)phenyl]-N′-(2,2,2-trifluoroethyl)urea). Reaction SMILES: [F:1][C:2]([F:35])([F:34])[CH2:3][NH:4][C:5]([NH:7][C:8]1[CH:9]=[C:10]([C:14]2[N:18]3[N:19]=[CH:20][C:21]([C:23]4[CH:28]=[CH:27][C:26]([CH:29]([CH3:33])[C:30]([OH:32])=O)=[CH:25][CH:24]=4)=[CH:22][C:17]3=[N:16][CH:15]=2)[CH:11]=[CH:12][CH:13]=1)=[O:6].Cl.[NH:37]1[CH2:40][CH:39]([OH:41])[CH2:38]1>>[OH:41][CH:39]1[CH2:40][N:37]([C:30](=[O:32])[CH:29]([C:26]2[CH:25]=[CH:24][C:23]([C:21]3[CH:20]=[N:19][N:18]4[C:14]([C:10]5[CH:9]=[C:8]([NH:7][C:5]([NH:4][CH2:3][C:2]([F:35])([F:1])[F:34])=[O:6])[CH:13]=[CH:12][CH:11]=5)=[CH:15][N:16]=[C:17]4[CH:22]=3)=[CH:28][CH:27]=2)[CH3:33])[CH2:38]1 |f:1.2|. Reported procedure: This compound was prepared by using procedure analogous to those described for the synthesis of Example 98, Step 9 starting from 2-(4-{3-[3-({[(2,2,2-trifluoroethyl)amino]carbonyl}amino)phenyl]imidazo[1,2-b]pyridazin-7-yl}phenyl)propanoic acid and azetidin-3-ol hydrochloride (Oakwood, Cat. No. 013898). LCMS (M+H)+: m/z=539.3 Starting materials: CS(=O)(=O)OCc1cc2c(cn1)ncn2-c1cc(OCc2ccccc2C(F)(F)F)c(C(N)=O)s1, NC1CC1, ClCCl. Yields the product NC(=O)c1sc(-n2cnc3cnc(CNC4CC4)cc32)cc1OCc1ccccc1C(F)(F)F. Reaction SMILES: [CH3:1][S:2]([O:3][CH2:6][c:7]1[cH:8][c:9]2[c:10]([cH:11][n:12]1)[n:13][cH:14][n:15]2-[c:16]1[s:17][c:18]([C:33]([NH2:34])=[O:35])[c:19]([O:21][CH2:22][c:23]2[c:24]([C:29]([F:30])([F:31])[F:32])[cH:25][cH:26][cH:27][cH:28]2)[cH:20]1)(=[O:4])=[O:5].[CH:36]1([NH2:39])[CH2:37][CH2:38]1.[Cl:40][CH2:41][Cl:42]>>[CH2:6]([c:7]1[cH:8][c:9]2[c:10]([cH:11][n:12]1)[n:13][cH:14][n:15]2-[c:16]1[s:17][c:18]([C:33]([NH2:34])=[O:35])[c:19]([O:21][CH2:22][c:23]2[c:24]([C:29]([F:30])([F:31])[F:32])[cH:25][cH:26][cH:27][cH:28]2)[cH:20]1)[NH:39][CH:36]1[CH2:37][CH2:38]1. Product: C(=O)C=1NC2=CC=CC(=C2C1)C(=O)NC1=C(C=C(C(=O)N(C2=C(C=C(C=C2)C)OCCCCCC(=O)N2CCN(CC2)C)C)C=C1)OC (4-[(2-formylindol-4-yl)carbonyl]amino-3-methoxy-N-methyl-N-[4-methyl-2-[5-(4-methylpiperazin-1-yl)carbonylpent-1-yloxy]phenyl]benzamide). Reagents/catalysts: [O-2].[Mn+4].[O-2] (manganese(IV) oxide). Run at time 3 hour. Reactants: OCC=1NC2=CC=CC(=C2C1)C(=O)NC1=C(C=C(C(=O)N(C2=C(C=C(C=C2)C)OCCCCCC(=O)N2CCN(CC2)C)C)C=C1)OC (4-[(2-hydroxymethylindol-4-yl)carbonyl]amino-3-methoxy-N-methyl-N-[4-methyl-2-[5-(4-methylpiperazin-1-yl)carbonylpent-1-yloxy]phenyl]benzamide). Reaction SMILES: [OH:1][CH2:2][C:3]1[NH:4][C:5]2[C:10]([CH:11]=1)=[C:9]([C:12]([NH:14][C:15]1[CH:46]=[CH:45][C:18]([C:19]([N:21]([CH3:44])[C:22]3[CH:27]=[CH:26][C:25]([CH3:28])=[CH:24][C:23]=3[O:29][CH2:30][CH2:31][CH2:32][CH2:33][CH2:34][C:35]([N:37]3[CH2:42][CH2:41][N:40]([CH3:43])[CH2:39][CH2:38]3)=[O:36])=[O:20])=[CH:17][C:16]=1[O:47][CH3:48])=[O:13])[CH:8]=[CH:7][CH:6]=2>ClCCl.[O-2].[Mn+4].[O-2]>[CH:2]([C:3]1[NH:4][C:5]2[C:10]([CH:11]=1)=[C:9]([C:12]([NH:14][C:15]1[CH:46]=[CH:45][C:18]([C:19]([N:21]([CH3:44])[C:22]3[CH:27]=[CH:26][C:25]([CH3:28])=[CH:24][C:23]=3[O:29][CH2:30][CH2:31][CH2:32][CH2:33][CH2:34][C:35]([N:37]3[CH2:42][CH2:41][N:40]([CH3:43])[CH2:39][CH2:38]3)=[O:36])=[O:20])=[CH:17][C:16]=1[O:47][CH3:48])=[O:13])[CH:8]=[CH:7][CH:6]=2)=[O:1] |f:2.3.4|. The yield is 86.7%. Solvent: ClCCl (dichloromethane). Procedure: To a solution of 4-[(2-hydroxymethylindol-4-yl)carbonyl]amino-3-methoxy-N-methyl-N-[4-methyl-2-[5-(4-methylpiperazin-1-yl)carbonylpent-1-yloxy]phenyl]benzamide (295 mg) in dichloromethane (8.0 ml) was added manganese(IV) oxide (196 mg) and the mixture was stirred at ambient temperature for 3 hours. The resulting mixture was filtered through a bed of celite and the filtrate was concentrated in vacuo. The residue was triturated with diethyl ether-n-hexane (1:3) to give 4-[(2-formylindol-4-yl)carbo... Reactants: C(C1=CC=CC=C1)NCCC1=C(C=C(C(=C1)OC)OC)CC(=O)O (2-(2-Benzylaminoethyl)-4,5-dimethoxyphenylacetic acid). Solvent: C=1(C(=CC=CC1)C)C (xylene). Product: C(C1=CC=CC=C1)N1CCC2=C(CC1=O)C=C(C(=C2)OC)OC (3-Benzyl-7,8-dimethoxy-1,3,4,5-tetrahydro-2-H-3-benzazepin-2-one). RXN SMILES: [CH2:1]([NH:8][CH2:9][CH2:10][C:11]1[CH:16]=[C:15]([O:17][CH3:18])[C:14]([O:19][CH3:20])=[CH:13][C:12]=1[CH2:21][C:22]([OH:24])=O)[C:2]1[CH:7]=[CH:6][CH:5]=[CH:4][CH:3]=1>C1(C)C(C)=CC=CC=1>[CH2:1]([N:8]1[C:22](=[O:24])[CH2:21][C:12]2[CH:13]=[C:14]([O:19][CH3:20])[C:15]([O:17][CH3:18])=[CH:16][C:11]=2[CH2:10][CH2:9]1)[C:2]1[CH:7]=[CH:6][CH:5]=[CH:4][CH:3]=1. Reported procedure: A stirred suspension of 4.1 suspension of 4.1 g of the benzylamino acid obtained in Example 22 was refluxed in 75 ml. of xylene under a Dean-Stark trap for 24 hours, at the end of which time a clear solution had resulted. Distillation of the xylene in vacuo left the above-named product as shining white plates, m.p. 141°-142°. A sample of the cyclic lactam recrystallized from toluene melted at 141°-142°.